This data is from the Open Reaction Database (ORD), a public repository of structured organic reaction records. The task is: describe an organic reaction: reactants, conditions, products, and yield Yields the product O=Cc1cccc(Oc2ccccc2)c1. Reactants: OCc1cccc(Oc2ccccc2)c1, O, O=S(=O)(O)O. Reaction SMILES: [O:6]([c:7]1[cH:8][cH:9][cH:10][cH:11][cH:12]1)[c:13]1[cH:14][c:15]([CH2:16][OH:17])[cH:18][cH:19][cH:20]1.[OH2:21].[S:1](=[O:2])(=[O:3])([OH:4])[OH:5]>>[O:6]([c:7]1[cH:8][cH:9][cH:10][cH:11][cH:12]1)[c:13]1[cH:14][c:15]([CH:16]=[O:17])[cH:18][cH:19][cH:20]1. Starting materials: C(C1=CC=CC=C1)(=O)O[C@@H]1[C@H]2C(N([C@@H]([C@@H]1OC(C1=CC=CC=C1)=O)C2)C(=O)OC(C)(C)C)=O (tert-butyl (1R,4S,5R,6S)-5,6-bis(benzoyloxy)-3-oxo-2-azabicyclo[2.2.1]heptane-2-carboxylate), [BH4-].[Na+] (sodium borohydride). Solvent: CO (MeOH). Reaction conditions: time 1.5 hour. Product: C(C1=CC=CC=C1)(=O)O[C@H]1[C@H]([C@@H](C[C@@H]1CO)NC(=O)OC(C)(C)C)OC(C1=CC=CC=C1)=O ((1R,2S,3R,5R)-3-[(tert-Butoxycarbonyl)amino]-5-(hydroxymethyl)cyclopentane-1,2-diyl dibenzoate). Isolated yield 71.3%. Reaction SMILES: [C:1]([O:9][C@H:10]1[C@@H:15]([O:16][C:17](=[O:24])[C:18]2[CH:23]=[CH:22][CH:21]=[CH:20][CH:19]=2)[C@H:14]2[CH2:25][C@@H:11]1[C:12](=[O:33])[N:13]2[C:26]([O:28][C:29]([CH3:32])([CH3:31])[CH3:30])=[O:27])(=[O:8])[C:2]1[CH:7]=[CH:6][CH:5]=[CH:4][CH:3]=1.[BH4-].[Na+]>CO>[C:1]([O:9][C@@H:10]1[C@@H:11]([CH2:12][OH:33])[CH2:25][C@@H:14]([NH:13][C:26]([O:28][C:29]([CH3:32])([CH3:31])[CH3:30])=[O:27])[C@@H:15]1[O:16][C:17](=[O:24])[C:18]1[CH:19]=[CH:20][CH:21]=[CH:22][CH:23]=1)(=[O:8])[C:2]1[CH:3]=[CH:4][CH:5]=[CH:6][CH:7]=1 |f:1.2|. Procedure details: To a solution of tert-butyl (1R,4S,5R,6S)-5,6-bis(benzoyloxy)-3-oxo-2-azabicyclo[2.2.1]heptane-2-carboxylate (2.09 g, 4.62 mmol) in MeOH (60.0 mL) was added sodium borohydride (700. mg, 18.5 mmol) at 0° C. and the reaction was allowed to warm to rt. After 1.5 h, the mixture was quenched with 1.00 N HCl solution (20.0 mL), and concentrated in vacuo. The aqueous layer was extracted with DCM (3×50 mL) and the combined organic layers were washed with H2O (100. mL), dried over MgSO4 and concentrated ...